Task: describe an organic reaction: reactants, conditions, products, and yield. Dataset: the Open Reaction Database (ORD), a public repository of structured organic reaction records Reactants: FC1=C(C=CC=C1)B(O)O (2-fluorophenylboronic acid), BrC1=CC=C(O1)CN1C(C2(C3=CC=CC=C13)C1=C(OC2)C=C2OCCC2=C1)=O (1′-[(5-bromofuran-2-yl)methyl]-5,6-dihydrospiro[benzo[1,2-b:5,4-b′]difuran-3,3′-indol]-2′(1′H)-one), N1=CC=C(C=C1)B(O)O (pyridin-4-ylboronic acid), BrC1=CC=C(CN2C(C3(C4=CC=CC=C24)C2=C(OC3)C=C3OCCC3=C2)=O)C=C1 (1′-(4-bromobenzyl)-5,6-dihydrospiro[benzo[1,2-b:5,4-b′]difuran-3,3′-indol]-2′(1′H)-one). Yields the product FC1=C(C=CC=C1)C1=CC=C(C=C1)CN1C(C2(C3=CC=CC=C13)C1=C(OC2)C=C2OCCC2=C1)=O (1′-[(2′-fluorobiphenyl-4-yl)methyl]-5,6-dihydrospiro[benzo[1,2-b:5,4-b′]difuran-3,3′-indol]-2′(1′H)-one). RXN SMILES: [F:1][C:2]1[CH:7]=[CH:6][CH:5]=[CH:4][C:3]=1B(O)O.N1C=CC(B(O)O)=CC=1.Br[C:21]1[CH:48]=[CH:47][C:24]([CH2:25][N:26]2[C:34]3[C:29](=[CH:30][CH:31]=[CH:32][CH:33]=3)[C:28]3([CH2:38][O:37][C:36]4[CH:39]=[C:40]5[C:44](=[CH:45][C:35]3=4)[CH2:43][CH2:42][O:41]5)[C:27]2=[O:46])=[CH:23][CH:22]=1.BrC1OC(CN2C3C(=CC=CC=3)C3(COC4C=C5C(=CC3=4)CCO5)C2=O)=CC=1>>[F:1][C:2]1[CH:7]=[CH:6][CH:5]=[CH:4][C:3]=1[C:21]1[CH:48]=[CH:47][C:24]([CH2:25][N:26]2[C:34]3[C:29](=[CH:30][CH:31]=[CH:32][CH:33]=3)[C:28]3([CH2:38][O:37][C:36]4[CH:39]=[C:40]5[C:44](=[CH:45][C:35]3=4)[CH2:43][CH2:42][O:41]5)[C:27]2=[O:46])=[CH:23][CH:22]=1. Procedure: Following the procedure as described in EXAMPLE 11.15 and making non-critical variations using 2-fluorophenylboronic acid to replace pyridin-4-ylboronic acid, and 1′-(4-bromobenzyl)-5,6-dihydrospiro[benzo[1,2-b:5,4-b′]difuran-3,3′-indol]-2′(1′H)-one to replace 1′-[(5-bromofuran-2-yl)methyl]-5,6-dihydrospiro[benzo[1,2-b:5,4-b′]difuran-3,3′-indol]-2′(1′H)-one, 1′-[(2′-fluorobiphenyl-4-yl)methyl]-5,6-dihydrospiro[benzo[1,2-b:5,4-b′]difuran-3,3′-indol]-2′(1′H)-one was obtained (34%) as a colorless s...